Dataset: the Open Reaction Database (ORD), a public repository of structured organic reaction records. Task: describe an organic reaction: reactants, conditions, products, and yield The reactants are C(C1=CC=CC=C1)OC=1C(=CC(=C(C1)N)Br)C (5-benzyloxy-2-bromo-4-methyl-phenylamine), C(C1=CC=CC=C1)(=O)N=C=S (benzoylisothiocyanate). Run in CC(=O)C (acetone), CC(=O)C (acetone). Reaction conditions: time 30 minute. The product is C(C1=CC=CC=C1)(=O)NC(=S)NC1=C(C=C(C(=C1)OCC1=CC=CC=C1)C)Br (1-Benzoyl-3-(5-benzyloxy-2-bromo-4-methyl-phenyl)-thiourea). Isolated yield 89.9%. RXN SMILES: [CH2:1]([O:8][C:9]1[C:10]([CH3:17])=[CH:11][C:12]([Br:16])=[C:13]([NH2:15])[CH:14]=1)[C:2]1[CH:7]=[CH:6][CH:5]=[CH:4][CH:3]=1.[C:18]([N:26]=[C:27]=[S:28])(=[O:25])[C:19]1[CH:24]=[CH:23][CH:22]=[CH:21][CH:20]=1>CC(C)=O>[C:18]([NH:26][C:27]([NH:15][C:13]1[CH:14]=[C:9]([O:8][CH2:1][C:2]2[CH:3]=[CH:4][CH:5]=[CH:6][CH:7]=2)[C:10]([CH3:17])=[CH:11][C:12]=1[Br:16])=[S:28])(=[O:25])[C:19]1[CH:24]=[CH:23][CH:22]=[CH:21][CH:20]=1. Procedure: To a solution of 5-benzyloxy-2-bromo-4-methyl-phenylamine (0.50 g, 1.71 mmol) in acetone (20 mL) was added benzoylisothiocyanate (0.28 mL, 2.08 mmol) dropwise at room temperature. The resulting reaction mixture was stirred for 30 min. at the same temperature. After completion of reaction (TLC monitoring), acetone was distilled off, the solid residue was stirred in hexane for 5-10 min and then filtered to obtain the desired product as white solid (0.70 g, 88%). 1H NMR (400 MHz, DMSO-d6): δ 2.20 (...